From a dataset of the Open Reaction Database (ORD), a public repository of structured organic reaction records. describe an organic reaction: reactants, conditions, products, and yield The yield is 68.3%. Procedure: One hundred milliliters of an ethanol solution containing 7 g of 1-isopropylpiperazine, 6.2 g of ethyl chloroacetate and 9.2 m of triethylamine was heated and refluxed for 4 hours. After being concentrated under reduced pressure, the resulting mixture was added with ethyl acetate. Insoluble matter was removed by filtration. Thereafter, the residue was purified by silica gel chromatography (eluent: a 20:1 mixture of chloroform and methanol) to obtain 7.4 g of 1-ethoxycarbonylmethyl-4-isopropylpip... The reactants are C(C)O (ethanol), C(C)(C)N1CCNCC1 (1-isopropylpiperazine), ClCC(=O)OCC (ethyl chloroacetate). As a reaction SMILES: C(O)C.[CH:4]([N:7]1[CH2:12][CH2:11][NH:10][CH2:9][CH2:8]1)([CH3:6])[CH3:5].Cl[CH2:14][C:15]([O:17][CH2:18][CH3:19])=[O:16]>C(N(CC)CC)C>[CH2:18]([O:17][C:15]([CH2:14][N:10]1[CH2:11][CH2:12][N:7]([CH:4]([CH3:6])[CH3:5])[CH2:8][CH2:9]1)=[O:16])[CH3:19]. Run in C(C)N(CC)CC (triethylamine). Yields the product C(C)OC(=O)CN1CCN(CC1)C(C)C (1-ethoxycarbonylmethyl-4-isopropylpiperazine). Starting materials: FC1=NC=CC=C1C=1C=C(SC1SC1=NC=CC=C1)C=O (4-(2-fluoropyridin-3-yl)-5-[(pyridin-2-yl)thio]thiophene-2-carbaldehyde), CN.CO (methylamine methanol), CO (methanol). The solvent is O1CCCC1 (tetrahydrofuran). Run at time 2 day. The product is FC1=NC=CC=C1C=1C=C(SC1SC1=NC=CC=C1)CNC (1-{4-(2-fluoropyridin-3-yl)-5-[(pyridin-2-yl)thio]thiophen-2-yl}-N-methylmethanamine). Reaction SMILES: [F:1][C:2]1[C:7]([C:8]2[CH:9]=[C:10]([CH:20]=O)[S:11][C:12]=2[S:13][C:14]2[CH:19]=[CH:18][CH:17]=[CH:16][N:15]=2)=[CH:6][CH:5]=[CH:4][N:3]=1.[CH3:22][NH2:23].CO.CO>O1CCCC1>[F:1][C:2]1[C:7]([C:8]2[CH:9]=[C:10]([CH2:20][NH:23][CH3:22])[S:11][C:12]=2[S:13][C:14]2[CH:19]=[CH:18][CH:17]=[CH:16][N:15]=2)=[CH:6][CH:5]=[CH:4][N:3]=1 |f:1.2|. Procedure: To a solution of 4-(2-fluoropyridin-3-yl)-5-[(pyridin-2-yl)thio]thiophene-2-carbaldehyde (270 mg) in tetrahydrofuran (2 mL) were added 40% methylamine-methanol solution (0.9 mL) and methanol (2 mL), and the mixture was stirred at room temperature for 2 days. The reaction mixture was concentrated under reduced pressure. The residue was dissolved in methanol (3 mL), and sodium tetrahydroborate (222 mg) was added at 0° C. The mixture was stirred at room temperature for 1 day and concentrated under ... Reactants: CC1=CC=2NC(=CC2S1)C(=O)OCC (ethyl 2-methyl-4H-thieno[3,2-b]pyrrole-5-carboxylate), BrN1C(CCC1=O)=O (N-Bromosuccinimide), O (water). Run in O1CCCC1 (tetrahydrofuran). Reaction conditions: time 1 hour. Product: BrC=1C2=C(NC1C(=O)OCC)C=C(S2)C (Ethyl 6-bromo-2-methyl-4H-thieno[3,2-b]pyrrole-5-carboxylate). Isolated yield 69.7%. RXN SMILES: [CH3:1][C:2]1[S:9][C:8]2[CH:7]=[C:6]([C:10]([O:12][CH2:13][CH3:14])=[O:11])[NH:5][C:4]=2[CH:3]=1.[Br:15]N1C(=O)CCC1=O.O>O1CCCC1>[Br:15][C:7]1[C:8]2[S:9][C:2]([CH3:1])=[CH:3][C:4]=2[NH:5][C:6]=1[C:10]([O:12][CH2:13][CH3:14])=[O:11]. Procedure: To a solution of ethyl 2-methyl-4H-thieno[3,2-b]pyrrole-5-carboxylate (1.0 g) in tetrahydrofuran (10 mL) was added N-Bromosuccinimide (0.94 g) under ice-cooling, and the mixture was stirred at the same temperature for 1 hour. To the reaction mixture was added water and the resulting mixture was extracted with ethyl acetate. The organic layer was concentrated under reduced pressure. The obtained residue was purified by column chromatography on silica gel (eluent: n-hexane/ethyl acetate=97/3−76/24...